This data is from the Open Reaction Database (ORD), a public repository of structured organic reaction records. The task is: describe an organic reaction: reactants, conditions, products, and yield Starting materials: CCO, CC1COCCN1c1cc(C(C)(C)O)nc(Cl)n1, Cl, CN(C)C=O, O, CC1(C)OB(c2ccc(NC(=O)Nc3ccon3)cc2)OC1(C)C. The product is CC1COCCN1c1cc(C(C)(C)O)nc(-c2ccc(NC(=O)Nc3ccon3)cc2)n1. RXN SMILES: [CH3:49][CH2:50][OH:51].[Cl:1][c:2]1[n:3][c:4]([N:12]2[CH:13]([CH3:18])[CH2:14][O:15][CH2:16][CH2:17]2)[cH:5][c:6]([C:8]([CH3:9])([CH3:10])[OH:11])[n:7]1.[ClH:48].[O:43]=[CH:44][N:45]([CH3:46])[CH3:47].[OH2:52].[o:19]1[n:20][c:21]([NH:24][C:25]([NH:26][c:27]2[cH:28][cH:29][c:30]([B:33]3[O:34][C:35]([CH3:36])([CH3:37])[C:38]([CH3:39])([CH3:40])[O:41]3)[cH:31][cH:32]2)=[O:42])[cH:22][cH:23]1>>[c:2]1(-[c:30]2[cH:29][cH:28][c:27]([NH:26][C:25]([NH:24][c:21]3[n:20][o:19][cH:23][cH:22]3)=[O:42])[cH:32][cH:31]2)[n:3][c:4]([N:12]2[CH:13]([CH3:18])[CH2:14][O:15][CH2:16][CH2:17]2)[cH:5][c:6]([C:8]([CH3:9])([CH3:10])[OH:11])[n:7]1. Reactants: COC(=O)C=1C=C(OC2CN(C2)C(=O)OC(C)(C)C)C=C(C1C)[N+](=O)[O-] (tert-butyl 3-(3-(methoxycarbonyl)-4-methyl-5-nitrophenoxy)azetidine-1-carboxylate). The reagents and catalysts are [Pd] (Pd/C). The solvent is CO (methanol). Reaction conditions: time 3 hour. Yields the product NC=1C=C(OC2CN(C2)C(=O)OC(C)(C)C)C=C(C1C)C(=O)OC (tert-butyl 3-(3-amino-5-(methoxycarbonyl)-4-methylphenoxy)azetidine-1-carboxylate). Yield: 99.1%. As a reaction SMILES: [CH3:1][O:2][C:3]([C:5]1[CH:6]=[C:7]([CH:20]=[C:21]([N+:24]([O-])=O)[C:22]=1[CH3:23])[O:8][CH:9]1[CH2:12][N:11]([C:13]([O:15][C:16]([CH3:19])([CH3:18])[CH3:17])=[O:14])[CH2:10]1)=[O:4]>CO.[Pd]>[NH2:24][C:21]1[CH:20]=[C:7]([CH:6]=[C:5]([C:3]([O:2][CH3:1])=[O:4])[C:22]=1[CH3:23])[O:8][CH:9]1[CH2:12][N:11]([C:13]([O:15][C:16]([CH3:19])([CH3:18])[CH3:17])=[O:14])[CH2:10]1. Procedure: To stirred solution of tert-butyl 3-(3-(methoxycarbonyl)-4-methyl-5-nitrophenoxy)azetidine-1-carboxylate (1.0 g, 2.7 mmol) in methanol (10 mL) was added a catalytic amount of 10% Pd/C. The mixture was stirred at room temperature under a hydrogen atmosphere (balloon pressure) for 3 hours. On completion, the reaction mixture was filtered through a celite bed which was further washed with methanol. The combined filtrates were concentrated under reduced pressure to afford the title compound (0.90 g,... Reactants: O=C([O-])[O-], Cn1c(Oc2ccc(-n3c(=O)[nH]c4cncnc43)cc2)nc2ccccc21, [Cs+], [Cs+], CCI, CN(C)C=O, O. Product: CCn1c(=O)n(-c2ccc(Oc3nc4ccccc4n3C)cc2)c2ncncc21. Reaction SMILES: [C:31](=[O:32])([O-:33])[O-:34].[CH3:1][n:2]1[c:3]([O:11][c:12]2[cH:13][cH:14][c:15](-[n:18]3[c:19]4[n:20][cH:21][n:22][cH:23][c:24]4[nH:25][c:26]3=[O:27])[cH:16][cH:17]2)[n:4][c:5]2[c:6]1[cH:7][cH:8][cH:9][cH:10]2.[Cs+:35].[Cs+:36].[I:28][CH2:29][CH3:30].[O:38]=[CH:39][N:40]([CH3:41])[CH3:42].[OH2:37]>>[CH3:1][n:2]1[c:3]([O:11][c:12]2[cH:13][cH:14][c:15](-[n:18]3[c:19]4[n:20][cH:21][n:22][cH:23][c:24]4[n:25]([CH2:29][CH3:30])[c:26]3=[O:27])[cH:16][cH:17]2)[n:4][c:5]2[c:6]1[cH:7][cH:8][cH:9][cH:10]2.